From a dataset of the Open Reaction Database (ORD), a public repository of structured organic reaction records. describe an organic reaction: reactants, conditions, products, and yield Starting materials: CN(C)C=O, S=C1CN=C(c2ccccc2Cl)c2cc(Cl)ccc2N1, COc1ccccc1N1CCN(CCCCl)CC1, Cl, [H-], [Na+], O. Yields the product COc1ccccc1N1CCN(CCCSC2=Nc3ccc(Cl)cc3C(c3ccccc3Cl)=NC2)CC1. RXN SMILES: [CH3:43][N:44]([CH3:45])[CH:46]=[O:47].[Cl:1][c:2]1[c:3]([C:8]2=[N:9][CH2:10][C:11](=[S:20])[NH:12][c:13]3[c:14]2[cH:15][c:16]([Cl:19])[cH:17][cH:18]3)[cH:4][cH:5][cH:6][cH:7]1.[Cl:24][CH2:25][CH2:26][CH2:27][N:28]1[CH2:29][CH2:30][N:31]([c:34]2[c:35]([O:40][CH3:41])[cH:36][cH:37][cH:38][cH:39]2)[CH2:32][CH2:33]1.[ClH:23].[H-:21].[Na+:22].[OH2:42]>>[Cl:1][c:2]1[c:3]([C:8]2=[N:9][CH2:10][C:11]([S:20][CH2:25][CH2:26][CH2:27][N:28]3[CH2:29][CH2:30][N:31]([c:34]4[c:35]([O:40][CH3:41])[cH:36][cH:37][cH:38][cH:39]4)[CH2:32][CH2:33]3)=[N:12][c:13]3[c:14]2[cH:15][c:16]([Cl:19])[cH:17][cH:18]3)[cH:4][cH:5][cH:6][cH:7]1. Starting materials: CC1Cn2c(=O)[nH]c3cccc(c32)CN1, O=P(Cl)(Cl)Cl. Yields the product CC1Cn2c(Cl)nc3cccc(c32)CN1. Reaction SMILES: [CH3:1][CH:2]1[CH2:3][n:4]2[c:5]3[c:6]([cH:9][cH:10][cH:11][c:12]3[nH:13][c:14]2=[O:15])[CH2:7][NH:8]1.[P:16]([Cl:17])([Cl:18])([Cl:19])=[O:20]>>[CH3:1][CH:2]1[CH2:3][n:4]2[c:5]3[c:6]([cH:9][cH:10][cH:11][c:12]3[n:13][c:14]2[Cl:18])[CH2:7][NH:8]1. Starting materials: [N-]=[N+]=[N-].[Na+] (sodium azide), ClCC(=O)C1=CC=C(SCC(=O)OC)C=C1 (methyl 4-(chloroacetyl)thiophenoxyacetate). The reagents and catalysts are [Cl-].C(C1=CC=CC=C1)[N+](CC)(CC)CC (Benzyl triethylammonium chloride). The solvent is O (water), C(Cl)(Cl)Cl (chloroform). Run at time 16 hour. Yields the product N(=[N+]=[N-])CC(=O)C1=CC=C(SCC(=O)OC)C=C1 (methyl 4-(azidoacetyl)thiophenoxyacetate). Isolated yield 80.0%. Reaction SMILES: [N-:1]=[N+:2]=[N-:3].[Na+].Cl[CH2:6][C:7]([C:9]1[CH:20]=[CH:19][C:12]([S:13][CH2:14][C:15]([O:17][CH3:18])=[O:16])=[CH:11][CH:10]=1)=[O:8]>O.C(Cl)(Cl)Cl.[Cl-].C([N+](CC)(CC)CC)C1C=CC=CC=1>[N:1]([CH2:6][C:7]([C:9]1[CH:20]=[CH:19][C:12]([S:13][CH2:14][C:15]([O:17][CH3:18])=[O:16])=[CH:11][CH:10]=1)=[O:8])=[N+:2]=[N-:3] |f:0.1,5.6|. Procedure details: A solution of sodium azide (17.0g.) in water (100ml.) was added to a solution of methyl 4-(chloroacetyl)thiophenoxyacetate (60.1g.) in chloroform (350ml.). Benzyl triethylammonium chloride (300mg.) was then added, and the two phase mixture was shaken for 16 hours. The organic phase was separated, washed with water (2 × 100ml.), dried (MgSO4) and then evaporated in vacuo. The residue was recrystallised from methanol to give methyl 4-(azidoacetyl)thiophenoxyacetate (49.3g.), having a characteristi... The product is O=C(Cc1nc(-c2ccc(Cl)cc2)sc1Br)Nc1ccccc1. As a reaction SMILES: [Br:1][c:2]1[c:3]([CH2:14][C:15](=[O:16])[OH:17])[n:4][c:5](-[c:7]2[cH:8][cH:9][c:10]([Cl:13])[cH:11][cH:12]2)[s:6]1.[CH:29]([Cl:30])([Cl:31])[Cl:32].[NH2:22][c:23]1[cH:24][cH:25][cH:26][cH:27][cH:28]1.[S:18]([Cl:19])([Cl:20])=[O:21]>>[Br:1][c:2]1[c:3]([CH2:14][C:15](=[O:17])[NH:22][c:23]2[cH:24][cH:25][cH:26][cH:27][cH:28]2)[n:4][c:5](-[c:7]2[cH:8][cH:9][c:10]([Cl:13])[cH:11][cH:12]2)[s:6]1. The reactants are O=C(O)Cc1nc(-c2ccc(Cl)cc2)sc1Br, ClC(Cl)Cl, Nc1ccccc1, O=S(Cl)Cl. Reactants: O=C(Cl)OCc1ccccc1, CCO, ClC(Cl)Cl, NCCc1c[nH]c2ccccc12, [Na+], O=C([O-])O, O, O. Product: O=C(NCCc1c[nH]c2ccccc12)OCc1ccccc1. Reaction SMILES: [CH2:13]([c:14]1[cH:15][cH:16][cH:17][cH:18][cH:19]1)[O:20][C:21](=[O:22])[Cl:23].[CH2:30]([OH:31])[CH3:32].[Cl:33][CH:34]([Cl:35])[Cl:36].[NH2:1][CH2:2][CH2:3][c:4]1[cH:5][nH:6][c:7]2[cH:8][cH:9][cH:10][cH:11][c:12]12.[Na+:28].[O-:24][C:25]([OH:26])=[O:27].[OH2:29].[OH2:37]>>[NH:1]([CH2:2][CH2:3][c:4]1[cH:5][nH:6][c:7]2[cH:8][cH:9][cH:10][cH:11][c:12]12)[C:21]([O:20][CH2:13][c:14]1[cH:15][cH:16][cH:17][cH:18][cH:19]1)=[O:22]. Reaction conditions: time 12 hour. Run in O (water). As a reaction SMILES: S(Cl)(Cl)=O.[CH2:5]([O:7][P:8]([CH:13](O)[C:14]1[CH:19]=[CH:18][C:17]([Cl:20])=[CH:16][CH:15]=1)(=[O:12])[O:9][CH2:10][CH3:11])[CH3:6].C(Cl)[Cl:23].N1C=CC=CC=1>O>[CH2:5]([O:7][P:8]([CH:13]([Cl:23])[C:14]1[CH:19]=[CH:18][C:17]([Cl:20])=[CH:16][CH:15]=1)(=[O:12])[O:9][CH2:10][CH3:11])[CH3:6]. Procedure details: 9.2 g (0.0768 mol) of thionyl chloride were added to a mixture of 20.2 g (0.0725 mol) of 4-chloro-α-hydroxybenzylphosphonic acid diethyl ester, 65 g of methylene chloride and 5.8 g (0.0725 mol) of pyridine at 20°-40° C. in the course of about 1 hour, while cooling slightly with water. The reaction mixture was then heated under reflux for 3 hours and subsequently stirred for 12 hours, without further action of heat. The mixture was poured onto about 100 g of ice-water and the organic phase was se... Isolated yield 97.5%. Starting materials: S(=O)(Cl)Cl (thionyl chloride), C(C)OP(OCC)(=O)C(C1=CC=C(C=C1)Cl)O (4-chloro-α-hydroxybenzylphosphonic acid diethyl ester), C(Cl)Cl (methylene chloride), N1=CC=CC=C1 (pyridine), ice water. The product is C(C)OP(OCC)(=O)C(C1=CC=C(C=C1)Cl)Cl (4-chloro-α-chloro-benzylphosphonic acid diethyl ester). The product is CC(=O)Nc1cn2nc(Oc3ccc(F)c(N)c3)ccc2n1. The reactants are O=C([O-])[O-], CN(C)C=O, CC(=O)Nc1cn2nc(I)ccc2n1, [K+], [K+], Nc1cc(O)ccc1F, O. As a reaction SMILES: [C:24](=[O:25])([O-:26])[O-:27].[CH3:31][N:32]([CH3:33])[CH:34]=[O:35].[I:1][c:2]1[cH:3][cH:4][c:5]2[n:6]([n:7]1)[cH:8][c:9]([NH:11][C:12]([CH3:13])=[O:14])[n:10]2.[K+:28].[K+:29].[NH2:15][c:16]1[cH:17][c:18]([OH:23])[cH:19][cH:20][c:21]1[F:22].[OH2:30]>>[c:2]1([O:23][c:18]2[cH:17][c:16]([NH2:15])[c:21]([F:22])[cH:20][cH:19]2)[cH:3][cH:4][c:5]2[n:6]([n:7]1)[cH:8][c:9]([NH:11][C:12]([CH3:13])=[O:14])[n:10]2. Reactants: ClC1=CC=2N(C=C1)C(=CN2)C(=O)NC2=C1C(=NN(C1=CC=C2)CC2=NC(=CC=C2)C)C2CC2 (7-chloro-N-(3-cyclopropyl-1-((6-methylpyridin-2-yl)methyl)-1H-indazol-4-yl)imidazo[1,2-a]pyridine-3-carboxamide), C(C1=CC=CC=C1)O (benzyl alcohol), [OH-].[K+] (potassium hydroxide), O (water). The solvent is CS(=O)C (DMSO). Conditions: temperature 90 celsius. Product: C(C1=CC=CC=C1)OC1=CC=2N(C=C1)C(=CN2)C(=O)NC2=C1C(=NN(C1=CC=C2)CC2=NC(=CC=C2)C)C2CC2 (7-(Benzyloxy)-N-(3-cyclopropyl-1-((6-methylpyridin-2-yl)methyl)-1H-indazol-4-yl)imidazo[1,2-a]pyridine-3-carboxamide). Isolated yield 94.6%. As a reaction SMILES: Cl[C:2]1[CH:7]=[CH:6][N:5]2[C:8]([C:11]([NH:13][C:14]3[CH:22]=[CH:21][CH:20]=[C:19]4[C:15]=3[C:16]([CH:31]3[CH2:33][CH2:32]3)=[N:17][N:18]4[CH2:23][C:24]3[CH:29]=[CH:28][CH:27]=[C:26]([CH3:30])[N:25]=3)=[O:12])=[CH:9][N:10]=[C:4]2[CH:3]=1.[CH2:34]([OH:41])[C:35]1[CH:40]=[CH:39][CH:38]=[CH:37][CH:36]=1.[OH-].[K+].O>CS(C)=O>[CH2:34]([O:41][C:2]1[CH:7]=[CH:6][N:5]2[C:8]([C:11]([NH:13][C:14]3[CH:22]=[CH:21][CH:20]=[C:19]4[C:15]=3[C:16]([CH:31]3[CH2:33][CH2:32]3)=[N:17][N:18]4[CH2:23][C:24]3[CH:29]=[CH:28][CH:27]=[C:26]([CH3:30])[N:25]=3)=[O:12])=[CH:9][N:10]=[C:4]2[CH:3]=1)[C:35]1[CH:40]=[CH:39][CH:38]=[CH:37][CH:36]=1 |f:2.3|. Reported procedure: A mixture of 7-chloro-N-(3-cyclopropyl-1-((6-methylpyridin-2-yl)methyl)-1H-indazol-4-yl)imidazo[1,2-a]pyridine-3-carboxamide (1.0 g, 2.2 mmol; prepared as in Example 65, step C), benzyl alcohol (1.2 g, 11 mmol) and potassium hydroxide (0.61 g, 11 mmol) was dissolved in DMSO (7 mL). The reaction mixture was heated at 90° C. for 20 hours. The mixture was cooled to ambient temperature, transferred into water (100 mL) with stirring, and the resulting solid was collected by vacuum filtration and drie...